Dataset: the Open Reaction Database (ORD), a public repository of structured organic reaction records. Task: describe an organic reaction: reactants, conditions, products, and yield Starting materials: O=C(c1ccccc1)c1c(CO)[n+]([O-])c2ccccc2[n+]1[O-], CO, Cl. Yields the product COC1(c2ccccc2)OCc2c1[n+]([O-])c1ccccc1[n+]2[O-]. RXN SMILES: [C:1]([c:2]1[cH:3][cH:4][cH:5][cH:6][cH:7]1)(=[O:8])[c:9]1[n+:10]([O-:22])[c:11]2[cH:12][cH:13][cH:14][cH:15][c:16]2[n+:17]([O-:21])[c:18]1[CH2:19][OH:20].[CH3:24][OH:25].[ClH:23]>>[C:1]1([c:2]2[cH:3][cH:4][cH:5][cH:6][cH:7]2)([O:8][CH3:24])[c:9]2[n+:10]([O-:22])[c:11]3[cH:12][cH:13][cH:14][cH:15][c:16]3[n+:17]([O-:21])[c:18]2[CH2:19][O:20]1.